Dataset: the Open Reaction Database (ORD), a public repository of structured organic reaction records. Task: describe an organic reaction: reactants, conditions, products, and yield The reactants are [Li]CCCC, CCCCCC, FCCCCCCBr, C#CCCOC1CCCCO1. Yields the product FCCCCCCC#CCCOC1CCCCO1. RXN SMILES: [CH2:12]([Li:13])[CH2:14][CH2:15][CH3:16].[CH3:25][CH2:26][CH2:27][CH2:28][CH2:29][CH3:30].[F:17][CH2:18][CH2:19][CH2:20][CH2:21][CH2:22][CH2:23][Br:24].[O:1]1[CH:2]([O:7][CH2:8][CH2:9][C:10]#[CH:11])[CH2:3][CH2:4][CH2:5][CH2:6]1>>[O:1]1[CH:2]([O:7][CH2:8][CH2:9][C:10]#[C:11][CH2:23][CH2:22][CH2:21][CH2:20][CH2:19][CH2:18][F:17])[CH2:3][CH2:4][CH2:5][CH2:6]1. Product: Cc1noc(-c2ccc(C(=O)N3CC(c4ccc(Cl)c(Cl)c4)C(N(C)C(=O)Cc4ccc(F)cc4)C3)cc2)n1. RXN SMILES: [CH3:26][c:27]1[n:28][o:29][c:30](-[c:32]2[cH:33][cH:34][c:35]([C:36](=[O:37])[OH:38])[cH:39][cH:40]2)[n:31]1.[Cl:1][c:2]1[cH:3][c:4]([CH:9]2[CH:10]([N:14]([C:15]([CH2:16][c:17]3[cH:18][cH:19][c:20]([F:23])[cH:21][cH:22]3)=[O:24])[CH3:25])[CH2:11][NH:12][CH2:13]2)[cH:5][cH:6][c:7]1[Cl:8]>>[Cl:1][c:2]1[cH:3][c:4]([CH:9]2[CH:10]([N:14]([C:15]([CH2:16][c:17]3[cH:18][cH:19][c:20]([F:23])[cH:21][cH:22]3)=[O:24])[CH3:25])[CH2:11][N:12]([C:36]([c:35]3[cH:34][cH:33][c:32](-[c:30]4[o:29][n:28][c:27]([CH3:26])[n:31]4)[cH:40][cH:39]3)=[O:37])[CH2:13]2)[cH:5][cH:6][c:7]1[Cl:8]. Starting materials: Cc1noc(-c2ccc(C(=O)O)cc2)n1, CN(C(=O)Cc1ccc(F)cc1)C1CNCC1c1ccc(Cl)c(Cl)c1. Reactants: C([O-])([O-])=O.[K+].[K+] (potassium carbonate), CC1(CNCCN1)CC1=CC2=C(C=C1)OCCO2 (3-methyl-3-(3,4-ethylenedioxybenzyl)-piperazine), C1(=CC=CC=C1)C(C1=CC=CC=C1)Br (diphenylmethyl bromide). The solvent is CC(=O)C (acetone). Yields the product C1(=CC=CC=C1)C(N1CC(NCC1)(CC1=CC2=C(C=C1)OCCO2)C)C2=CC=CC=C2 (1-diphenylmethyl-3-methyl-3-(3,4-ethylenedioxybenzyl)-piperazine). Yield: 91.8%. RXN SMILES: [CH3:1][C:2]1([CH2:8][C:9]2[CH:14]=[CH:13][C:12]3[O:15][CH2:16][CH2:17][O:18][C:11]=3[CH:10]=2)[NH:7][CH2:6][CH2:5][NH:4][CH2:3]1.C(=O)([O-])[O-].[K+].[K+].[C:25]1([CH:31](Br)[C:32]2[CH:37]=[CH:36][CH:35]=[CH:34][CH:33]=2)[CH:30]=[CH:29][CH:28]=[CH:27][CH:26]=1>CC(C)=O>[C:25]1([CH:31]([C:32]2[CH:33]=[CH:34][CH:35]=[CH:36][CH:37]=2)[N:4]2[CH2:5][CH2:6][NH:7][C:2]([CH3:1])([CH2:8][C:9]3[CH:14]=[CH:13][C:12]4[O:15][CH2:16][CH2:17][O:18][C:11]=4[CH:10]=3)[CH2:3]2)[CH:30]=[CH:29][CH:28]=[CH:27][CH:26]=1 |f:1.2.3|. Procedure details: 12.4 g of 3-methyl-3-(3,4-ethylenedioxybenzyl)-piperazine (1a) are dissolved in 200 ml of dry acetone, combined with 20.7 g of potassium carbonate and 14.8 g of diphenylmethyl bromide, and heated for four hours with stirring under reflux. The inorganic salts are filtered off and the filtrate is evaporated to dryness is vacuum. The residue is taken up in 300 ml of diethyl ether and washed with water until the wash water no longer contains halogen. After drying with magnesium sulfate, hydrogen chl... Starting materials: C12(CC3CC(CC(C1)C3)C2)COC2=C(C(=C(C(=O)O)C=C2F)F)Cl (4-(adamantan-1-ylmethoxy)-3-chloro-2,5-difluorobenzoic acid), N1(CCC1)S(=O)(=O)N (azetidine-1-sulfonamide). Yields the product C12(CC3CC(CC(C1)C3)C2)COC2=C(C(=C(C(=O)NS(=O)(=O)N3CCC3)C=C2F)F)Cl (4-(adamantan-1-ylmethoxy)-N-(azetidin-1-ylsulfonyl)-3-chloro-2,5-difluorobenzamide). RXN SMILES: [C:1]12([CH2:11][O:12][C:13]3[C:21]([F:22])=[CH:20][C:16]([C:17]([OH:19])=O)=[C:15]([F:23])[C:14]=3[Cl:24])[CH2:10][CH:5]3[CH2:6][CH:7]([CH2:9][CH:3]([CH2:4]3)[CH2:2]1)[CH2:8]2.[N:25]1([S:29]([NH2:32])(=[O:31])=[O:30])[CH2:28][CH2:27][CH2:26]1>>[C:1]12([CH2:11][O:12][C:13]3[C:21]([F:22])=[CH:20][C:16]([C:17]([NH:32][S:29]([N:25]4[CH2:28][CH2:27][CH2:26]4)(=[O:31])=[O:30])=[O:19])=[C:15]([F:23])[C:14]=3[Cl:24])[CH2:2][CH:3]3[CH2:9][CH:7]([CH2:6][CH:5]([CH2:4]3)[CH2:10]1)[CH2:8]2. Procedure: The compound was prepared in a similar manner to step 2 of Example 412 from 4-(adamantan-1-ylmethoxy)-3-chloro-2,5-difluorobenzoic acid and azetidine-1-sulfonamide. LCMS (Method D): RT=7.35 min, m/z: 475.1 [M+H]+. 1H NMR (400 MHz, DMSO-d6) δ 7.60 (dd, J=11.7, 6.6 Hz, 1H), 3.86 (t, J=7.6 Hz, 4H), 3.77 (d, J=1.7 Hz, 2H), 2.08 (p, J=7.6 Hz, 2H), 2.02-1.93 (m, 3H), 1.77-1.59 (m, 12H). Starting materials: C(C1=CC=CC=C1)OC(=O)N1CCN(CC1)C1=NC2=CC=CC=C2C(=N1)OC\C=C\C (2-[4-(benzyloxycarbonyl)piperazin-1-yl]-4-[trans-(2-buten-1-yl)oxy]quinazoline), C[N+]1(CCOCC1)[O-] (4-methylmorpholine N-oxide), CC(=O)C (acetone). Reagents/catalysts: [Os](=O)(=O)(=O)=O (osmium tetroxide). Run in C(C)(C)(C)O (t-butanol), O (water). The product is C(C1=CC=CC=C1)OC(=O)N1CCN(CC1)C1=NC2=CC=CC=C2C(=N1)OCC(C(C)O)O (2-[4-(benzyloxycarbonyl)piperazin-1-yl]-4-[(2RS,3RS)-(2,3-dihydroxybutan-1-yl)oxy]quinazoline). As a reaction SMILES: [CH2:1]([O:8][C:9]([N:11]1[CH2:16][CH2:15][N:14]([C:17]2[N:26]=[C:25]([O:27][CH2:28]/C=C/C)[C:24]3[C:19](=[CH:20][CH:21]=[CH:22][CH:23]=3)[N:18]=2)[CH2:13][CH2:12]1)=[O:10])[C:2]1[CH:7]=[CH:6][CH:5]=[CH:4][CH:3]=1.C[N+]1([O-])CC[O:36]CC1.[CH3:40][C:41]([CH3:43])=[O:42]>C(O)(C)(C)C.O.[Os](=O)(=O)(=O)=O>[CH2:1]([O:8][C:9]([N:11]1[CH2:16][CH2:15][N:14]([C:17]2[N:26]=[C:25]([O:27][CH2:28][CH:40]([OH:36])[CH:41]([OH:42])[CH3:43])[C:24]3[C:19](=[CH:20][CH:21]=[CH:22][CH:23]=3)[N:18]=2)[CH2:13][CH2:12]1)=[O:10])[C:2]1[CH:7]=[CH:6][CH:5]=[CH:4][CH:3]=1. Reported procedure: A mixture of 2-[4-(benzyloxycarbonyl)piperazin-1-yl]-4-[trans-(2-buten-1-yl)oxy]quinazoline (1.30 g), a solution of osmium tetroxide in t-butanol (osmium tetroxide 106 mg/t-butanol 8.36 g) (312 mg) and 4-methylmorpholine N-oxide (382 mg) in water (2 ml)--acetone (15 ml) is stirred at room temperature for 14 hours. Acetone is distilled off from the reaction mixture under reduced pressure, and the resultant product is diluted with ethyl acetate, and the mixture is washed with 10% aqueous sodium su... Reactants: NC=1C=CC(=C(C1)N1C=NC2=CC=C(C=C2C1=O)N1CCN(CCC1)C)C (3-(5-amino-2-methylphenyl)-6-(4-methylhomopiperazin-1-yl)-3,4-dihydroquinazolin-4-one), FC=1C=C(C(=O)Cl)C=C(C1)F (3,5-difluorobenzoyl chloride). Product: FC=1C=C(C(=O)NC=2C=CC(=C(C2)N2C=NC3=CC=C(C=C3C2=O)N2CCN(CCC2)C)C)C=C(C1)F (3-[5-(3,5-Difluorobenzamido)-2-methylphenyl]-6-(4-methylhomopiperazin-1-yl)-3,4-dihydroquinazolin-4-one). RXN SMILES: [NH2:1][C:2]1[CH:3]=[CH:4][C:5]([CH3:27])=[C:6]([N:8]2[C:17](=[O:18])[C:16]3[C:11](=[CH:12][CH:13]=[C:14]([N:19]4[CH2:25][CH2:24][CH2:23][N:22]([CH3:26])[CH2:21][CH2:20]4)[CH:15]=3)[N:10]=[CH:9]2)[CH:7]=1.[F:28][C:29]1[CH:30]=[C:31]([CH:35]=[C:36]([F:38])[CH:37]=1)[C:32](Cl)=[O:33]>>[F:28][C:29]1[CH:30]=[C:31]([CH:35]=[C:36]([F:38])[CH:37]=1)[C:32]([NH:1][C:2]1[CH:3]=[CH:4][C:5]([CH3:27])=[C:6]([N:8]2[C:17](=[O:18])[C:16]3[C:11](=[CH:12][CH:13]=[C:14]([N:19]4[CH2:25][CH2:24][CH2:23][N:22]([CH3:26])[CH2:21][CH2:20]4)[CH:15]=3)[N:10]=[CH:9]2)[CH:7]=1)=[O:33]. Reported procedure: Using an analogous procedure to that described in Example 5, 3-(5-amino-2-methylphenyl)-6-(4-methylhomopiperazin-1-yl)-3,4-dihydroquinazolin-4-one was reacted with 3,5-difluorobenzoyl chloride to give the title compound; NMR Spectrum: (DMSOd6) 1.84-1.96 (m, 2H), 2.05 (s, 3H), 2.25 (s, 3H), 2.42-2.5 (m, 2H), 2.62-2.64 (m, 2H), 3.53 (t, 2H), 3.58-3.64 (m, 2H), 7.24 (d, 1H), 7.38 (m, 1H), 7.40-7.44 (m, 1H), 7.48-7.54 (m, 1H), 7.58 (d, 1H), 7.64-7.67 (m, 2H), 7.75-7.78 (m, 2H), 7.96 (s, 1H), 10.49 (... Reactants: O=C1CCC(=O)N1Br, ClC(Cl)(Cl)Cl, COC(=O)c1ccc(C)c(C(=O)OC)c1. Yields the product COC(=O)c1ccc(CBr)c(C(=O)OC)c1. Reaction SMILES: [Br:16][N:17]1[C:18](=[O:19])[CH2:20][CH2:21][C:22]1=[O:23].[C:24]([Cl:25])([Cl:26])([Cl:27])[Cl:28].[CH3:1][O:2][C:3]([c:4]1[cH:5][c:6]([C:7](=[O:8])[O:9][CH3:10])[c:11]([CH3:14])[cH:12][cH:13]1)=[O:15]>>[CH3:1][O:2][C:3]([c:4]1[cH:5][c:6]([C:7](=[O:8])[O:9][CH3:10])[c:11]([CH2:14][Br:16])[cH:12][cH:13]1)=[O:15]. Reaction SMILES: [N+](=[CH:3][C:4](=[O:10])[CH2:5][C:6]([CH3:9])([CH3:8])[CH3:7])=[N-].[BrH:11]>C(Cl)Cl>[Br:11][CH2:3][C:4](=[O:10])[CH2:5][C:6]([CH3:9])([CH3:8])[CH3:7]. Reaction conditions: time 15 minute. Product: BrCC(CC(C)(C)C)=O (1-Bromo-4,4-dimethyl-2-pentanone). The reactants are [N+](=[N-])=CC(CC(C)(C)C)=O (1-diazo-4,4-dimethyl-2-pentanone), Br (HBr). The solvent is C(Cl)Cl (methylene chloride). Procedure: To a stirred, −10° solution of the crude product from Step A (1.233 grams) in methylene chloride (12 mL) was added 48% HBr dropwise (1.14 mL). After gas evolution ceased, the reaction was stirred for 15 minutes at room temperature. The reaction was partitioned between isopropyl acetate and water. The organic was washed once with water, dried over magnesium sulfate and filtered. Evaporation afforded an oil containing the title compound which was used without further processing. Starting materials: NCc1ccc([N+](=O)[O-])cc1CN, C1CCOC1, O. The product is O=C1NCc2ccc([N+](=O)[O-])cc2CN1. RXN SMILES: [NH2:1][CH2:2][c:3]1[c:4]([CH2:5][NH2:6])[cH:7][cH:8][c:9]([N+:11](=[O:12])[O-:13])[cH:10]1.[O:15]1[CH2:16][CH2:19][CH2:18][CH2:17]1.[OH2:14]>>[NH:1]1[CH2:2][c:3]2[c:4]([cH:7][cH:8][c:9]([N+:11](=[O:12])[O-:13])[cH:10]2)[CH2:5][NH:6][C:16]1=[O:15]. The reactants are COC=1C=C(C=C(C1OC)[N+](=O)[O-])C(O)C=1NC2=C(N1)C=CC=C2 (α-(3,4-dimethoxy-5-nitro-phenyl)-2-benzimidazolemethanol). Reagents/catalysts: [O-2].[O-2].[Mn+4] (manganese dioxide). Solvent: C(Cl)Cl (methylene chloride). Yields the product COC=1C=C(C=C(C1OC)[N+](=O)[O-])C(=O)C=1NC2=C(N1)C=CC=C2 (2-benzimidazolyl (3,4-dimethoxy-5-nitrophenyl) ketone). Reaction SMILES: [CH3:1][O:2][C:3]1[CH:4]=[C:5]([CH:14]([C:16]2[NH:17][C:18]3[CH:24]=[CH:23][CH:22]=[CH:21][C:19]=3[N:20]=2)[OH:15])[CH:6]=[C:7]([N+:11]([O-:13])=[O:12])[C:8]=1[O:9][CH3:10]>C(Cl)Cl.[O-2].[O-2].[Mn+4]>[CH3:1][O:2][C:3]1[CH:4]=[C:5]([C:14]([C:16]2[NH:20][C:19]3[CH:21]=[CH:22][CH:23]=[CH:24][C:18]=3[N:17]=2)=[O:15])[CH:6]=[C:7]([N+:11]([O-:13])=[O:12])[C:8]=1[O:9][CH3:10] |f:2.3.4|. Reported procedure: 13.2 g of α-(3,4-dimethoxy-5-nitro-phenyl)-2-benzimidazolemethanol are dissolved in 200 ml of methylene chloride and, after treatment with 130 g of manganese dioxide, the mixture is stirred at the reflux temperature for 2 hours. After filtration, the solvent is distilled. There is obtained 2-benzimidazolyl (3,4-dimethoxy-5-nitrophenyl) ketone in the form of yellowish crystals of m.p. 212°-213°.